describe an organic reaction: reactants, conditions, products, and yield From a dataset of the Open Reaction Database (ORD), a public repository of structured organic reaction records. Starting materials: CC(Cl)c1cccnc1, N[C@@H]6C[C@H]7CC[C@@H]6C7. Reagents/catalysts: O=C([O-])[O-].[Cs+].[Cs+] (cesium carbonate), [I-].[K+] (potassium iodide). Solvent: CN(C)C=O (DMF), CN(C)C=O (dmf), CN(C)C=O (DMF). Conditions: temperature 70 celsius, time 16 hour. Product: CC(C%10=CC=CN=C%10)N[C@@H]%11C[C@H]%12CC[C@@H]%11C%12. Starting materials: K3Fe(CN)6, COC(C(=O)C1=CC=CC=C1)(C)OC (dimethoxypropiophenone), phenols, Phenols, substituted benzylmagnesium chloride, [Tl+3] (thallium (III)), C/C=C/C1=CC(=C(C=C1OC)OC)OC (asarone), lignans, neolignans, C1(=CC=CC=C1)O (phenol), C1(=CC=CC=C1)O (phenol), lignans, neolignans, COC1=C(C=C(C(=C1)OC)OC)CCC (2,4,5-trimethoxyphenylpropane), dihydro, Phenols, C(C)(=O)O.C(C)(=O)O.IC1=CC=CC=C1 (iodobenzene diacetate), C1(=CC=CC=C1)O (phenol), ( 25 ), phenols, FeCl3, COC(C(C)=O)(C1=CC=CC=C1)OC (dimethoxyphenylacetone), CC(CC=1C=CC(=C(C1)O)O)C(C)CC=2C=CC(=C(C2)O)O (nordihydroguaiaretic acid), OO (H2O2), Phenol Ethers, phenols. Yields the product C\C=C/C1=C(OC)C=C(OC)C(OC)=C1 (β-asarone), formula II. As a reaction SMILES: [C:1]1([OH:7])[CH:6]=[CH:5][CH:4]=[CH:3][CH:2]=1.OO.[Tl+3].[C:11]([OH:14])(=O)C.[C:15]([OH:18])(=O)C.I[C:20]1[CH:25]=CC=C[CH:21]=1.[CH3:26]C(C(CC1C=CC(O)=C(O)C=1)C)CC1C=CC(O)=C(O)C=1.COC(OC)(C)C(C1C=CC=CC=1)=O.COC(OC)(C1C=CC=CC=1)C(=O)C.COC1C=C(OC)C(OC)=CC=1CCC.C/C=C/C1C(OC)=CC(OC)=C(OC)C=1>>[CH3:25]/[CH:20]=[CH:21]\[C:2]1[CH:3]=[C:4]([O:14][CH3:11])[C:5]([O:18][CH3:15])=[CH:6][C:1]=1[O:7][CH3:26] |f:3.4.5|. Reported procedure: Neolignans and lignans are known for their wide range of biological activities including hapatoprotective, hormone blocking, antibacterial, antifungal, plant growth regulator, anti-HIV, anticancer and antioxidant activities (Macrae, W. D. and Towers, G. H. N., Phytochemistry, 23 (6), 1207-1220 (1984); Ward, R. S., Tetrahedron, 46 (15), 5029-5041 (1990); Chariton, J. L., J. Nat. Prod., 61, 1447-1451 (1998); Alves, C. N.; Barroso, L. P.; Santos, L. S. and Jardim, I. N, J. Braz. Chem. Soc., 9(6), 5... The reactants are ClC1=C(C(=O)OC(C)C)C=C(C(=C1)F)N1C(N(C(=CC1=O)C)C)=O (isopropyl 2-chloro-5-[3,6-dihydro-2,6-dioxo-3,4-dimethyl-1(2H)-pyrimidinyl]-4-fluorobenzoate), S(O)(O)(=O)=O (sulphuric acid), ice. Run in C(Cl)Cl (methylene chloride). Run at time 30 minute. The product is ClC1=C(C(=O)O)C=C(C(=C1)F)N1C(N(C(=CC1=O)C)C)=O (2-chloro-5-[3,6-dihydro-2,6-dioxo-3,4-dimethyl-1(2H)-pyrimidinyl]-4-fluorobenzoic acid). As a reaction SMILES: [Cl:1][C:2]1[CH:13]=[C:12]([F:14])[C:11]([N:15]2[C:20](=[O:21])[CH:19]=[C:18]([CH3:22])[N:17]([CH3:23])[C:16]2=[O:24])=[CH:10][C:3]=1[C:4]([O:6]C(C)C)=[O:5].S(=O)(=O)(O)O>C(Cl)Cl>[Cl:1][C:2]1[CH:13]=[C:12]([F:14])[C:11]([N:15]2[C:20](=[O:21])[CH:19]=[C:18]([CH3:22])[N:17]([CH3:23])[C:16]2=[O:24])=[CH:10][C:3]=1[C:4]([OH:6])=[O:5]. Procedure details: A mixture of 35 g of isopropyl 2-chloro-5-[3,6-dihydro-2,6-dioxo-3,4-dimethyl-1(2H)-pyrimidinyl]-4-fluorobenzoate, 165 ml of concentrated sulphuric acid and 165 ml of methylene chloride is stirred well at room temperature for 30 minutes. Subsequently, the reaction mixture is poured cautiously onto 500 g of ice. The aqueous mixture is extracted twice with 250 ml of ethyl acetate each time and the organic phase is extracted three times with 200 ml of saturated sodium bicarbonate solution each time... The reactants are C(C1=CC=CC=C1)(C1=CC=CC=C1)(C1=CC=CC=C1)N1C=NC(=C1)C1CCCC2C=CC(=CC12)N (8-(1-Trityl-1H-imidazol-4-yl)-4a,5,6,7,8,8a-hexahydronaphthalen-2-ylamine), Cl (hydrochloric acid), CO (methanol). Solvent: C(C)(C)O.C(C)OCC (isopropanol diethyl ether). Yields the product N1C=NC(=C1)C1CCCC2C=CC(=CC12)N (8-(1H-Imidazol-4-yl)-4a,5,6,7,8,8a-hexahydronaphthalen-2-ylamine). As a reaction SMILES: C([N:20]1[CH:24]=[C:23]([CH:25]2[CH:34]3[CH:29]([CH:30]=[CH:31][C:32]([NH2:35])=[CH:33]3)[CH2:28][CH2:27][CH2:26]2)[N:22]=[CH:21]1)(C1C=CC=CC=1)(C1C=CC=CC=1)C1C=CC=CC=1.Cl.CO>C(O)(C)C.C(OCC)C>[NH:20]1[CH:24]=[C:23]([CH:25]2[CH:34]3[CH:29]([CH:30]=[CH:31][C:32]([NH2:35])=[CH:33]3)[CH2:28][CH2:27][CH2:26]2)[N:22]=[CH:21]1 |f:3.4|. Procedure details: A mixture of 7.7 g of the product obtained in Step 3, 4.2 ml of concentrated hydrochloric acid and 100 ml of methanol is heated at reflux for 2 hours. After concentration of the solvent, the residue is taken up in an isopropanol/diethyl ether mixture. The expected product is obtained by filtering off the precipitate.